Dataset: the Open Reaction Database (ORD), a public repository of structured organic reaction records. Task: describe an organic reaction: reactants, conditions, products, and yield The reactants are CN(C)C(=[N+](C)C)ON1C2=C(C=CC=C2)N=N1.[B-](F)(F)(F)F (TBTU), FC1=CC=C(C=C1)N1[C@@H]([C@H](C1=O)SCC(O)C1=CC=C(C=C1)F)C1=CC=C(OCC(=O)N[C@H](CO)C(=O)O)C=C1 (N-{[4-((2R,3R)-1-(4-fluorophenyl)-3-{[2-(4-fluorophenyl)-2-hydroxyethyl]thio}-4-oxoazetidin-2-yl)phenoxy]acetyl}-D-serine), Cl.C(C)(C)(C)OC([C@H](N)COC(C)(C)C)=O (O-tert-butyl-D-serine tert-butyl ester hydrochloride), CN1CCOCC1 (N-Methylmorpholine), ester. The solvent is C(Cl)Cl (DCM). Reaction conditions: time 26 hour. Yields the product FC1=CC=C(C=C1)N1[C@@H]([C@H](C1=O)SCC(O)C1=CC=C(C=C1)F)C1=CC=C(OCC(=O)N[C@H](CO)C(=O)N[C@H](CO)C(=O)O)C=C1 (N-{[4-((2R,3R)-1-(4-Fluorophenyl)-3-{[2-(4-fluorophenyl)-2-hydroxyethyl]thio}-4-oxoazetidin-2-yl)phenoxy]acetyl}-D-seryl-D-serine). Yield: 54.1%. Reaction SMILES: [F:1][C:2]1[CH:7]=[CH:6][C:5]([N:8]2[C:11](=[O:12])[C@H:10]([S:13][CH2:14][CH:15]([C:17]3[CH:22]=[CH:21][C:20]([F:23])=[CH:19][CH:18]=3)[OH:16])[C@H:9]2[C:24]2[CH:40]=[CH:39][C:27]([O:28][CH2:29][C:30](N[C@@H](C(O)=O)CO)=[O:31])=[CH:26][CH:25]=2)=[CH:4][CH:3]=1.Cl.C([O:46][C:47](=[O:56])[C@@H:48]([CH2:50][O:51]C(C)(C)C)[NH2:49])(C)(C)C.C[N:58]1[CH2:63][CH2:62][O:61]CC1.CN([C:67]([O:71]N1N=NC2C=CC=CC1=2)=[N+](C)C)C.[B-](F)(F)(F)F>C(Cl)Cl>[F:1][C:2]1[CH:3]=[CH:4][C:5]([N:8]2[C:11](=[O:12])[C@H:10]([S:13][CH2:14][CH:15]([C:17]3[CH:18]=[CH:19][C:20]([F:23])=[CH:21][CH:22]=3)[OH:16])[C@H:9]2[C:24]2[CH:40]=[CH:39][C:27]([O:28][CH2:29][C:30]([NH:58][C@@H:63]([C:67]([NH:49][C@@H:48]([C:47]([OH:46])=[O:56])[CH2:50][OH:51])=[O:71])[CH2:62][OH:61])=[O:31])=[CH:26][CH:25]=2)=[CH:6][CH:7]=1 |f:1.2,4.5|. Reported procedure: A solution of N-{[4-((2R,3R)-1-(4-fluorophenyl)-3-{[2-(4-fluorophenyl)-2-hydroxyethyl]thio}-4-oxoazetidin-2-yl)phenoxy]acetyl}-D-serine (0.008 g, 0.014 mmol), O-tert-butyl-D-serine tert-butyl ester hydrochloride (0.005 g, 0.019 mmol) and N-Methylmorpholine (0.006 ml, 0.055 mmol) in DCM (3 ml) was stirred for 5 min. TBTU (0.008 g, 0.025 mmol) was added. After 3 days the conversion to the ester (M/z: 772.5) was complete and the mixture was concentrated under reduced pressure. The residue was disso... Starting materials: CO, Cl, Fc1ccc(Sc2cccc(F)c2C=CCNOC2CCCCO2)cc1. Yields the product ONCC=Cc1c(F)cccc1Sc1ccc(F)cc1. RXN SMILES: [CH3:28][OH:29].[ClH:27].[F:1][c:2]1[cH:3][cH:4][c:5]([S:8][c:9]2[c:10]([CH:16]=[CH:17][CH2:18][NH:19][O:20][CH:21]3[CH2:22][CH2:23][CH2:24][CH2:25][O:26]3)[c:11]([F:15])[cH:12][cH:13][cH:14]2)[cH:6][cH:7]1>>[F:1][c:2]1[cH:3][cH:4][c:5]([S:8][c:9]2[c:10]([CH:16]=[CH:17][CH2:18][NH:19][OH:20])[c:11]([F:15])[cH:12][cH:13][cH:14]2)[cH:6][cH:7]1. Starting materials: CN1CCOCC1, Cc1nc(Cl)c2c(n1)n(-c1c(C(C)C)csc1C)c(=O)n2CC(=O)O, CC(C)COC(=O)Cl, N, C1CCOC1, O. Product: Cc1nc(Cl)c2c(n1)n(-c1c(C(C)C)csc1C)c(=O)n2CC(N)=O. As a reaction SMILES: [CH3:26][N:27]1[CH2:28][CH2:29][O:30][CH2:31][CH2:32]1.[Cl:1][c:2]1[c:3]2[n:4]([CH2:22][C:23](=[O:24])[OH:25])[c:5](=[O:21])[n:6](-[c:12]3[c:13]([CH3:20])[s:14][cH:15][c:16]3[CH:17]([CH3:18])[CH3:19])[c:7]2[n:8][c:9]([CH3:11])[n:10]1.[Cl:33][C:34]([O:35][CH2:36][CH:37]([CH3:38])[CH3:39])=[O:40].[NH3:41].[O:42]1[CH2:43][CH2:44][CH2:45][CH2:46]1.[OH2:47]>>[Cl:1][c:2]1[c:3]2[n:4]([CH2:22][C:23](=[O:24])[NH2:27])[c:5](=[O:21])[n:6](-[c:12]3[c:13]([CH3:20])[s:14][cH:15][c:16]3[CH:17]([CH3:18])[CH3:19])[c:7]2[n:8][c:9]([CH3:11])[n:10]1. Reactants: C(C1=CC=CC=C1)OC(=O)N(C(C1=CC=C(C=C1)C)=O)C=1C(=C(SC1)C1=CC=C(C=C1)C)C(=O)OC (Methyl 4-(N-(benzyloxycarbonyl)-4-methylbenzamido)-2-p-tolylthiophene-3-carboxylate). The reagents and catalysts are [Pd] (Pd/C). Run in C(C)O.C(C)(=O)OCC.ClCCl (ethanol ethyl acetate dichloromethane). Conditions: time 30 minute. Product: CC1=CC=C(C(=O)NC=2C(=C(SC2)C2=CC=C(C=C2)C)C(=O)OC)C=C1 (Methyl 4-(4-methylbenzamido)-2-p-tolylthiophene-3-carboxylate). Reaction SMILES: C(OC([N:11]([C:21]1[C:22]([C:33]([O:35][CH3:36])=[O:34])=[C:23]([C:26]2[CH:31]=[CH:30][C:29]([CH3:32])=[CH:28][CH:27]=2)[S:24][CH:25]=1)[C:12](=[O:20])[C:13]1[CH:18]=[CH:17][C:16]([CH3:19])=[CH:15][CH:14]=1)=O)C1C=CC=CC=1>C(O)C.C(OCC)(=O)C.ClCCl.[Pd]>[CH3:19][C:16]1[CH:17]=[CH:18][C:13]([C:12]([NH:11][C:21]2[C:22]([C:33]([O:35][CH3:36])=[O:34])=[C:23]([C:26]3[CH:31]=[CH:30][C:29]([CH3:32])=[CH:28][CH:27]=3)[S:24][CH:25]=2)=[O:20])=[CH:14][CH:15]=1 |f:1.2.3|. Procedure: 10% Pd/C is added to compound 179 in ethanol:ethyl acetate:dichloromethane (2:1:1). The mixture is degassed and placed under H2 (1 atm) and stirred for 30 min The mixture is filtered through a 0.45 μm syringe filter and concentrated under reduced pressure to provide 180. The reactants are BrC=1C(=C(C2=C(C(CO2)(C)C)C1)C(C)=O)C (1-(5-bromo-3,3,6-trimethyl-2,3-dihydro-benzofuran-7-yl)-ethanone), BrC=1C(=C(C2=C(C(CO2)(C)C)C1)C(C)=O)C (1-(5-bromo-3,3,6-trimethyl-2,3-dihydro-benzofuran-7-yl)-ethanone), solution, C[Mg]Br (methylmagnesium bromide), C(C)OCC (diethylether). Conditions: time 2 hour. Yields the product BrC=1C(=C(C2=C(C(CO2)(C)C)C1)C(C)(C)O)C (2-(5-Bromo-3,3,6-trimethyl-2,3-dihydro-benzofuran-7-yl)-propan-2-ol). Isolated yield 71.5%. As a reaction SMILES: [Br:1][C:2]1[C:3]([CH3:16])=[C:4]([C:13](=[O:15])[CH3:14])[C:5]2[O:9][CH2:8][C:7]([CH3:11])([CH3:10])[C:6]=2[CH:12]=1.[CH3:17][Mg]Br.C(OCC)C>>[Br:1][C:2]1[C:3]([CH3:16])=[C:4]([C:13]([OH:15])([CH3:17])[CH3:14])[C:5]2[O:9][CH2:8][C:7]([CH3:11])([CH3:10])[C:6]=2[CH:12]=1. Reported procedure: A stirred, cooled (ice bath) solution of 1-(5-bromo-3,3,6-trimethyl-2,3-dihydro-benzofuran-7-yl)-ethanone (Compound 48, 2.0 g, 7.09 mmol), was treated drop wise with a 3M solution of methylmagnesium bromide in diethylether (2.84 mL, 8.51 mmol) and the resulting reaction mixture was stirred at ambient temperature for 2 hours. The reaction mixture was cooled (ice bath), quenched with saturated ammonium chloride solution and extracted with ether. The organic extract was washed with brine and dried ... Starting materials: C(C1=CC=CC=C1)OC(=O)NC1(CC1)C=1C(=CC2=C3N(C(COC31)CO)C=C(C2=O)C(=O)OCC)F (ethyl 10-(1-benzyloxycarbonylaminocyclopropyl)-9-fluoro-3-hydroxymethyl-7-oxo-2,3-dihydro-7H-pyrido[1,2,3de][1,4]benzoxazine-6-carboxylate), Cl (hydrochloric acid), N12CCCCCC2=NCCC1 (1,8-diazabicyclo-[5,4,0]undec-7-ene), CS(=O)(=O)Cl (methanesulfonyl chloride), Cl (hydrochloric acid). The solvent is C(Cl)Cl (methylene chloride), O (water), O (water), C(C)(=O)OCC (ethyl acetate), C(C)N(CC)CC (triethylamine), C1=CC=CC=C1 (benzene), C(Cl)Cl (methylene chloride). Run at time 30 minute. Product: C(C1=CC=CC=C1)OC(=O)NC1(CC1)C=1C(=CC2=C3N(C(COC31)=C)C=C(C2=O)C(=O)OCC)F (ethyl 10-(1-benzyloxycarbonylaminocyclopropyl)-9-fluoro-3-methylene-7-oxo-2,3-dihydro-7H-pyrido[1,2,3-de][1,4]-benzoxazine-6-carboxylate). Isolated yield 71.0%. RXN SMILES: [CH2:1]([O:8][C:9]([NH:11][C:12]1([C:15]2[C:16]([F:36])=[CH:17][C:18]3[C:29](=[O:30])[C:28]([C:31]([O:33][CH2:34][CH3:35])=[O:32])=[CH:27][N:20]4[CH:21]([CH2:25]O)[CH2:22][O:23][C:24]=2[C:19]=34)[CH2:14][CH2:13]1)=[O:10])[C:2]1[CH:7]=[CH:6][CH:5]=[CH:4][CH:3]=1.CS(Cl)(=O)=O.Cl.N12CCCN=C1CCCCC2>C(Cl)Cl.O.C(OCC)(=O)C.C1C=CC=CC=1.C(N(CC)CC)C>[CH2:1]([O:8][C:9]([NH:11][C:12]1([C:15]2[C:16]([F:36])=[CH:17][C:18]3[C:29](=[O:30])[C:28]([C:31]([O:33][CH2:34][CH3:35])=[O:32])=[CH:27][N:20]4[C:21](=[CH2:25])[CH2:22][O:23][C:24]=2[C:19]=34)[CH2:13][CH2:14]1)=[O:10])[C:2]1[CH:7]=[CH:6][CH:5]=[CH:4][CH:3]=1. Procedure details: In 4 ml of methylene chloride was suspended 380 mg of ethyl 10-(1-benzyloxycarbonylaminocyclopropyl)-9-fluoro-3-hydroxymethyl-7-oxo-2,3-dihydro-7H-pyrido[1,2,3de][1,4]benzoxazine-6-carboxylate. To the resulting suspension were added, with ice-cooling, 230 mg of triethylamine and 260 mg of methanesulfonyl chloride in this order. The resulting mixture was stirred at room temperature for 30 minutes. To the reaction mixture were added 10 ml of methylene chloride and 10 ml of water in this order. The... Reactants: Cl, COCCOc1ccn2c(-c3ccc4cccc(OCC5(F)CCN(C(=O)OC(C)(C)C)CC5)c4n3)cnc2c1, C1COCCO1. Product: COCCOc1ccn2c(-c3ccc4cccc(OCC5(F)CCNCC5)c4n3)cnc2c1. RXN SMILES: [ClH:41].[F:1][C:2]1([CH2:15][O:16][c:17]2[cH:18][cH:19][cH:20][c:21]3[cH:22][cH:23][c:24](-[c:27]4[cH:28][n:29][c:30]5[n:31]4[cH:32][cH:33][c:34]([O:36][CH2:37][CH2:38][O:39][CH3:40])[cH:35]5)[n:25][c:26]23)[CH2:3][CH2:4][N:5]([C:8]([O:9][C:10]([CH3:11])([CH3:12])[CH3:13])=[O:14])[CH2:6][CH2:7]1.[O:42]1[CH2:43][CH2:44][O:45][CH2:46][CH2:47]1>>[F:1][C:2]1([CH2:15][O:16][c:17]2[cH:18][cH:19][cH:20][c:21]3[cH:22][cH:23][c:24](-[c:27]4[cH:28][n:29][c:30]5[n:31]4[cH:32][cH:33][c:34]([O:36][CH2:37][CH2:38][O:39][CH3:40])[cH:35]5)[n:25][c:26]23)[CH2:3][CH2:4][NH:5][CH2:6][CH2:7]1.